Dataset: the Open Reaction Database (ORD), a public repository of structured organic reaction records. Task: describe an organic reaction: reactants, conditions, products, and yield Reactants: C(C)(C)(C)C=1C=C(C(=O)Cl)C=CC1OC (3-tert-butyl-4-methoxybenzoyl chloride), OC1=C(C(=O)OC)C=CC(=C1)C#C[Si](C)(C)C (methyl 2-hydroxy-4-trimethylsilylethynylbenzoate). Yields the product OC1=C(C(=O)OC)C=CC(=C1)C#CC(C1=CC(=C(C=C1)OC)C(C)(C)C)=O (methyl 2-Hydroxy-4-[3-oxo-3-(3-tert-butyl-4-methoxyphenyl)-1-propynyl]benzoate). Yield: 81.9%. As a reaction SMILES: [C:1]([C:5]1[CH:6]=[C:7]([CH:11]=[CH:12][C:13]=1[O:14][CH3:15])[C:8](Cl)=[O:9])([CH3:4])([CH3:3])[CH3:2].[OH:16][C:17]1[CH:26]=[C:25]([C:27]#[C:28][Si](C)(C)C)[CH:24]=[CH:23][C:18]=1[C:19]([O:21][CH3:22])=[O:20]>>[OH:16][C:17]1[CH:26]=[C:25]([C:27]#[C:28][C:8](=[O:9])[C:7]2[CH:11]=[CH:12][C:13]([O:14][CH3:15])=[C:5]([C:1]([CH3:4])([CH3:3])[CH3:2])[CH:6]=2)[CH:24]=[CH:23][C:18]=1[C:19]([O:21][CH3:22])=[O:20]. Procedure details: Following the basic procedure of Example 1(b), by reacting 4.2 g (0.02 mol) of 3-tert-butyl-4-methoxybenzoyl chloride with 5 g (0.02 mol) of methyl 2-hydroxy-4-trimethylsilylethynylbenzoate, 6 g (81%) of the expected compound were obtained, after purification by chromatography on a silica column eluted with dichloromethane, in the form of a brown oil. Reactants: CC(=O)O, COc1cccc(B(O)O)c1F, C1CCOC1, OO. Yields the product COc1cccc(O)c1F. Reaction SMILES: [CH3:13][C:14]([OH:15])=[O:16].[F:1][c:2]1[c:3]([B:10]([OH:11])[OH:12])[cH:4][cH:5][cH:6][c:7]1[O:8][CH3:9].[O:19]1[CH2:20][CH2:21][CH2:22][CH2:23]1.[OH:17][OH:18]>>[F:1][c:2]1[c:3]([OH:15])[cH:4][cH:5][cH:6][c:7]1[O:8][CH3:9]. Reactants: F[B-](F)(F)F.FS(C1=CC=C(C=C1)[N+]#N)(F)(F)(F)F (4-(Pentafluorosulfanyl)benzenediazonium Tetrafluoroborate). Reagents/catalysts: C(C)(=O)[O-].[Pd+2].C(C)(=O)[O-] (Palladium(II) acetate). Run in CO (methanol). Run at temperature 70 celsius, time 5.5 hour. The product is FS(C1(CC=C(C=C1)S(F)(F)(F)(F)F)C1=CC=CC=C1)(F)(F)(F)F (1,4_-Bis(pentafluorosulfanyl)biphenyl). The yield is 98.2%. RXN SMILES: F[B-](F)(F)F.[F:6][S:7]([F:19])([F:18])([F:17])([F:16])[C:8]1[CH:13]=[CH:12][C:11]([N+]#N)=[CH:10][CH:9]=1>CO.C([O-])(=O)C.[Pd+2].C([O-])(=O)C>[F:6][S:7]([F:19])([F:18])([F:17])([F:16])[C:8]1([C:8]2[CH:13]=[CH:12][CH:11]=[CH:10][CH:9]=2)[CH:13]=[CH:12][C:11]([S:7]([F:19])([F:18])([F:17])([F:16])[F:6])=[CH:10][CH2:9]1 |f:0.1,3.4.5|. Procedure details: (Kirsch, et al., Angew. Chem. 1999, 111, 2174; Kirsch, et al., Angew. Chem. Int. Ed. 1999, 38, 1989-1992) Palladium(II) acetate (0.3 mg, 0.001 mmol) was added to a solution of 1 (14.5 mg, 0.0384 mmol) in 0.15 g of methanol. The reaction mixture was stirred at 70° C. for 5.5 h and filtered through a pad of SiO2 with the help of hexane. Removal of the solvent gave a colorless crystalline solid which was purified by SiO2 column chromatography with hexane to give 14 (7.7 mg) as colorless crystals (9... Reactants: [Br-], Br, CC(=O)O, Cc1cn(-c2ccc(N)c(C(F)(F)F)c2)c(C)n1. The product is Cc1cn(-c2cc(Br)c(N)c(C(F)(F)F)c2)c(C)n1. As a reaction SMILES: [Br-:19].[Br:20].[CH3:21][C:22](=[O:23])[OH:24].[NH2:1][c:2]1[c:3]([C:15]([F:16])([F:17])[F:18])[cH:4][c:5](-[n:8]2[c:9]([CH3:14])[n:10][c:11]([CH3:13])[cH:12]2)[cH:6][cH:7]1>>[NH2:1][c:2]1[c:3]([C:15]([F:16])([F:17])[F:18])[cH:4][c:5](-[n:8]2[c:9]([CH3:14])[n:10][c:11]([CH3:13])[cH:12]2)[cH:6][c:7]1[Br:19]. The reactants are C(C)(=O)OCC (ethyl acetate), COC(=O)C=1N=NC(=CC1Cl)Cl (4,6-Dichloro-pyridazine-3-carboxylic acid methyl ester), NC1=CC=C(C=C1)C (p-toluidine), C(C)(C)N(C(C)C)CC (N,N-diisopropylethylamine). The solvent is O (water), CN(C(C)=O)C (N,N-dimethylacetamide). Conditions: temperature 110 celsius. Yields the product COC(=O)C=1N=NC(=CC1NC1=CC=C(C=C1)C)Cl (6-chloro-4-p-tolylamino-pyridazine-3-carboxylic acid methyl ester). Yield: 79.8%. RXN SMILES: [CH3:1][O:2][C:3]([C:5]1[N:6]=[N:7][C:8]([Cl:12])=[CH:9][C:10]=1Cl)=[O:4].[NH2:13][C:14]1[CH:19]=[CH:18][C:17]([CH3:20])=[CH:16][CH:15]=1.C(N(CC)C(C)C)(C)C.C(OCC)(=O)C>CN(C)C(=O)C.O>[CH3:1][O:2][C:3]([C:5]1[N:6]=[N:7][C:8]([Cl:12])=[CH:9][C:10]=1[NH:13][C:14]1[CH:19]=[CH:18][C:17]([CH3:20])=[CH:16][CH:15]=1)=[O:4]. Reported procedure: 4,6-Dichloro-pyridazine-3-carboxylic acid methyl ester (200 mg, 0.966 mmol), p-toluidine (104 mg, 0.966 mmol) and N,N-diisopropylethylamine (0.34 mL, 1.93 mmol) were dissolved in N,N-dimethylacetamide (2.4 mL), then heated at 110° C. for 1 h. The reaction mixture was cooled, then poured into ethyl acetate and water. The aqueous layer was extracted with ethyl acetate, and then the combined organic layers were washed with saturated aqueous sodium chloride solution, dried over sodium sulfate, filte... The reactants are [N+](=O)([O-])C1=CN=C(N1CCOC(C)=O)C1=NN=C2N1N=C(C=C2)Cl (3-(5-nitro-1-β-acetoxyethyl-2-imidazolyl)-6-chloro-s-triazolo[4,3-b]pyridazine), CN1CCNCC1 (4-methylpiperazine). Solvent: O1CCOCC1 (dioxan). Conditions: time 8 hour. Product: [N+](=O)([O-])C1=CN=C(N1CCOC(C)=O)C1=NN=C2N1N=C(C=C2)N2CCN(CC2)C (3-(5-NITRO-1-β-ACETOXYETHYL-2-IMIDAZOLYL)-6-(4-METHYL-1-PIPERAZINYL)-S-TRIAZOLO[4,3-b]PYRIDAZINE). As a reaction SMILES: [N+:1]([C:4]1[N:8]([CH2:9][CH2:10][O:11][C:12](=[O:14])[CH3:13])[C:7]([C:15]2[N:19]3[N:20]=[C:21](Cl)[CH:22]=[CH:23][C:18]3=[N:17][N:16]=2)=[N:6][CH:5]=1)([O-:3])=[O:2].[CH3:25][N:26]1[CH2:31][CH2:30][NH:29][CH2:28][CH2:27]1>O1CCOCC1>[N+:1]([C:4]1[N:8]([CH2:9][CH2:10][O:11][C:12](=[O:14])[CH3:13])[C:7]([C:15]2[N:19]3[N:20]=[C:21]([N:29]4[CH2:30][CH2:31][N:26]([CH3:25])[CH2:27][CH2:28]4)[CH:22]=[CH:23][C:18]3=[N:17][N:16]=2)=[N:6][CH:5]=1)([O-:3])=[O:2]. Procedure details: In a manner analogous to that described in Example 21, 4.22 g. crude 3-(5-nitro-1-β-acetoxyethyl-2-imidazolyl)-6-chloro-s-triazolo[4,3-b]pyridazine were reacted with 4 g. 4-methylpiperazine in 20 ml. dioxan; after evaporation of the reaction mixture, the residue remaining behind was repeatedly digested with petroleum ether and then recrystallized from 15 ml. isopropanol, left to stand overnight and the crystals then filtered off with suction and washed with water. There were thus obtained 2.4 g....